From a dataset of the Open Reaction Database (ORD), a public repository of structured organic reaction records. describe an organic reaction: reactants, conditions, products, and yield Reactants: CO, Cl, CCCCCn1c2nc[nH]c2c(=O)n2c(CNC(=O)OCc3ccccc3)nnc12. The product is Cl, CCCCCn1c2nc[nH]c2c(=O)n2c(CN)nnc12. RXN SMILES: [CH3:32][OH:33].[ClH:31].[O:1]=[c:2]1[c:3]2[nH:4][cH:5][n:6][c:7]2[n:8]([CH2:26][CH2:27][CH2:28][CH2:29][CH3:30])[c:9]2[n:10]1[c:11]([CH2:14][NH:15][C:16](=[O:17])[O:18][CH2:19][c:20]1[cH:21][cH:22][cH:23][cH:24][cH:25]1)[n:12][n:13]2>>[ClH:31].[O:1]=[c:2]1[c:3]2[nH:4][cH:5][n:6][c:7]2[n:8]([CH2:26][CH2:27][CH2:28][CH2:29][CH3:30])[c:9]2[n:10]1[c:11]([CH2:14][NH2:15])[n:12][n:13]2. The reactants are CC(C)(CN)CO, Cc1ccccc1, O, O=C1OC(=O)C2=C1CCCc1ccccc12. Product: CC(C)(CO)CN=C(O)C1=C(C(=O)O)c2ccccc2CCC1. Reaction SMILES: [CH3:17][C:18]([CH2:19][OH:20])([CH2:21][NH2:22])[CH3:23].[CH3:25][c:26]1[cH:27][cH:28][cH:29][cH:30][cH:31]1.[OH2:24].[cH:1]1[cH:2][cH:3][cH:4][c:5]2[c:6]1[C:7]1=[C:8]([CH2:9][CH2:10][CH2:11]2)[C:12](=[O:13])[O:14][C:15]1=[O:16]>>[cH:1]1[cH:2][cH:3][cH:4][c:5]2[c:6]1[C:7]([C:15]([OH:14])=[O:16])=[C:8]([C:12]([OH:13])=[N:22][CH2:21][C:18]([CH3:17])([CH2:19][OH:20])[CH3:23])[CH2:9][CH2:10][CH2:11]2. Reactants: CC1=CC=C(C=C1)S(=O)(=O)OCC1OC2=C(C=C(C=C2C=C1)F)Br ((8-bromo-6-fluoro-2H-chromen-2-yl)methyl 4-methylbenzenesulfonate), [H][H] (hydrogen). The reagents and catalysts are [Pt] (sulfided platinum on carbon). Solvent: C(C)O (ethanol). Yields the product CC1=CC=C(C=C1)S(=O)(=O)OCC1OC2=C(C=C(C=C2CC1)F)Br ((8-bromo-6-fluoro-3,4-dihydro-2H-chromen-2-yl)methyl 4-methylbenzenesulfonate). The yield is 48.8%. Reaction SMILES: [CH3:1][C:2]1[CH:7]=[CH:6][C:5]([S:8]([O:11][CH2:12][CH:13]2[CH:22]=[CH:21][C:20]3[C:15](=[C:16]([Br:24])[CH:17]=[C:18]([F:23])[CH:19]=3)[O:14]2)(=[O:10])=[O:9])=[CH:4][CH:3]=1.[H][H]>C(O)C.[Pt]>[CH3:1][C:2]1[CH:3]=[CH:4][C:5]([S:8]([O:11][CH2:12][CH:13]2[CH2:22][CH2:21][C:20]3[C:15](=[C:16]([Br:24])[CH:17]=[C:18]([F:23])[CH:19]=3)[O:14]2)(=[O:10])=[O:9])=[CH:6][CH:7]=1. Procedure: A solution of (8-bromo-6-fluoro-2H-chromen-2-yl)methyl 4-methylbenzenesulfonate (300 mg, 0.73 mmol) in absolute ethanol was added to 5% sulfided platinum on carbon (50 mg) and the mixture hydrogenated at 55 psi of hydrogen for 1 hour. The mixture was then filtered through celite and the filtrate concentrated under reduced pressure to afford a white semi-solid. Purification by flash chromatography using a solvent gradient of 5 to 25% ethyl acetate in hexane gave 148 mg (49%) of (8-bromo-6-fluoro-... The reactants are FC1=C(C=O)C=C(C=C1)F (2,5-difluorobenzaldehyde), [N+](=O)([O-])CCCC(=O)OC (methyl 4-nitrobutyrate), C(C1=CC=CC=C1)N (benzylamine), C(C)(=O)[O-].[Na+] (sodium acetate), C(C)(=O)O (acetic acid). Conditions: time 12 hour. As a reaction SMILES: [F:1][C:2]1[CH:9]=[CH:8][C:7]([F:10])=[CH:6][C:3]=1[CH:4]=O.[N+:11]([CH2:14][CH2:15][CH2:16][C:17]([O:19]C)=O)([O-:13])=[O:12].[CH2:21]([NH2:28])[C:22]1[CH:27]=[CH:26][CH:25]=[CH:24][CH:23]=1.C([O-])(=O)C.[Na+].C(O)(=O)C>C(O)C>[F:1][C:2]1[CH:9]=[CH:8][C:7]([F:10])=[CH:6][C:3]=1[C@@H:4]1[N:28]([CH2:21][C:22]2[CH:27]=[CH:26][CH:25]=[CH:24][CH:23]=2)[C:17](=[O:19])[CH2:16][CH2:15][C@H:14]1[N+:11]([O-:13])=[O:12] |f:3.4|. Procedure details: To a solution of 2,5-difluorobenzaldehyde (1.09 g, 7.67 mmol) in ethanol (20 mL) were added methyl 4-nitrobutyrate (1.13 g, 7.04 mmol), benzylamine (0.98 mL, 7.67 mmol), sodium acetate (1.26 g, 15.3 mmol) and acetic acid (0.88 mL, 15.4 mmol). The mixture was stirred at rt for 12 h and then heated at reflux temperature overnight. After evaporation, the residue was purified by column chromatography (silica gel Biotage 40M™) eluting with ethyl acetate/hexane (gradient from 3% to 50%) to give the ti... Run in C(C)O (ethanol). The product is FC1=C(C=C(C=C1)F)[C@H]1[C@@H](CCC(N1CC1=CC=CC=C1)=O)[N+](=O)[O-] (trans-6-(2,5-Difluorophenyl)-1-benzyl-5-nitropiperidin-2-one).